From a dataset of the Open Reaction Database (ORD), a public repository of structured organic reaction records. describe an organic reaction: reactants, conditions, products, and yield Solvent: CC(C)O (2-propanol). The product is O(C1=CC=CC=C1)CCN1CCNCC1 (1-[2-phenoxyethyl]piperazine). Reactants: BrC1=CC=C(C=C1)OCCBr (2-bromoethyl p-bromophenyl ether), C(=O)N1CCNCC1 (1-formylpiperazine). Procedure details: The procedure of Example 6 was repeated, substituting 57.0 g (0.27 moles) of 2-bromoethyl phenyl ether for 2-bromoethyl p-bromophenyl ether, using 61.6 g (0.54 moles) of 1-formylpiperazine in 300 ml of 2-propanol and refluxing the mixture for 8 hours. Evaporation of the final dried chloroform extracts gave 35 g of 1-[2-phenoxyethyl]piperazine as an oil. RXN SMILES: Br[C:2]1[CH:7]=[CH:6][C:5]([O:8][CH2:9][CH2:10]Br)=[CH:4][CH:3]=1.C([N:14]1[CH2:19][CH2:18][NH:17][CH2:16][CH2:15]1)=O>CC(O)C>[O:8]([CH2:9][CH2:10][N:14]1[CH2:19][CH2:18][NH:17][CH2:16][CH2:15]1)[C:5]1[CH:6]=[CH:7][CH:2]=[CH:3][CH:4]=1. Reactants: NC1=NC2=CC=C(C=C2C=C1N1CCOCC1)C1=C(C=CC=C1C)C(=O)C1=CC=CC=C1 ((2-(2-amino-3-morpholinoquinolin-6-yl)-3-methylphenyl)(phenyl)methanone), [Cl-].O[NH3+] (hydroxyammonium chloride). The reagents and catalysts are N1=CC=CC=C1 (pyridine). The solvent is CO (MeOH). The product is NC1=NC2=CC=C(C=C2C=C1N1CCOCC1)C1=C(C=CC=C1C)C(=NO)C1=CC=CC=C1 ((2-(2-amino-3-morpholinoquinolin-6-yl)-3-methylphenyl)(phenyl)methanone oxime). Reaction SMILES: [NH2:1][C:2]1[C:11]([N:12]2[CH2:17][CH2:16][O:15][CH2:14][CH2:13]2)=[CH:10][C:9]2[C:4](=[CH:5][CH:6]=[C:7]([C:18]3[C:23]([CH3:24])=[CH:22][CH:21]=[CH:20][C:19]=3[C:25]([C:27]3[CH:32]=[CH:31][CH:30]=[CH:29][CH:28]=3)=O)[CH:8]=2)[N:3]=1.[Cl-].[OH:34][NH3+:35]>CO.N1C=CC=CC=1>[NH2:1][C:2]1[C:11]([N:12]2[CH2:17][CH2:16][O:15][CH2:14][CH2:13]2)=[CH:10][C:9]2[C:4](=[CH:5][CH:6]=[C:7]([C:18]3[C:23]([CH3:24])=[CH:22][CH:21]=[CH:20][C:19]=3[C:25]([C:27]3[CH:28]=[CH:29][CH:30]=[CH:31][CH:32]=3)=[N:35][OH:34])[CH:8]=2)[N:3]=1 |f:1.2|. Reported procedure: To a solution of (2-(2-amino-3-morpholinoquinolin-6-yl)-3-methylphenyl)(phenyl)methanone (0.090 g, 0.213 mmol, prepared as Example 15, Step 1) in MeOH (4.0 mL) was added hydroxyammonium chloride (0.044 mL, 1.063 mmol) followed by 3 drops of pyridine. The reaction mixture was brought up to reflux for 41 h until the conversion was completed, determined by LCMS. The reaction mixture was cooled to RT and purified on HPLC (10-100% MeCN/H2O with 0.1% TFA) to afford (2-(2-amino-3-morpholinoquinolin-6-y... The reactants are Cc1c(CO)nc2ccc(F)cc2c1OCc1ccccc1, C1CCOC1, Cc1ccccc1, O=S(Cl)Cl, c1ccncc1. Yields the product Cc1c(CCl)nc2ccc(F)cc2c1OCc1ccccc1. As a reaction SMILES: [CH2:1]([c:2]1[cH:3][cH:4][cH:5][cH:6][cH:7]1)[O:8][c:9]1[c:10]([CH3:22])[c:11]([CH2:20][OH:21])[n:12][c:13]2[cH:14][cH:15][c:16]([F:19])[cH:17][c:18]12.[CH2:33]1[O:34][CH2:35][CH2:36][CH2:37]1.[CH3:38][c:39]1[cH:40][cH:41][cH:42][cH:43][cH:44]1.[S:29]([Cl:30])([Cl:31])=[O:32].[cH:23]1[cH:24][cH:25][n:26][cH:27][cH:28]1>>[CH2:1]([c:2]1[cH:3][cH:4][cH:5][cH:6][cH:7]1)[O:8][c:9]1[c:10]([CH3:22])[c:11]([CH2:20][Cl:31])[n:12][c:13]2[cH:14][cH:15][c:16]([F:19])[cH:17][c:18]12. The reactants are BrC=1C=CC=C2C=CC(=NC12)C(=O)O (8-bromoquinoline-2-carboxylic acid), C(C(=O)Cl)(=O)Cl (oxalyl chloride), N1CCCC1 (pyrrolidine). Product: BrC=1C=CC=C2C=CC(=NC12)C(=O)N1CCCC1 ((8-bromoquinolin-2-yl)(pyrrolidin-1-yl)methanone). The yield is 94.2%. Reaction SMILES: [Br:1][C:2]1[CH:3]=[CH:4][CH:5]=[C:6]2[C:11]=1[N:10]=[C:9]([C:12]([OH:14])=O)[CH:8]=[CH:7]2.C(Cl)(=O)C(Cl)=O.[NH:21]1[CH2:25][CH2:24][CH2:23][CH2:22]1>>[Br:1][C:2]1[CH:3]=[CH:4][CH:5]=[C:6]2[C:11]=1[N:10]=[C:9]([C:12]([N:21]1[CH2:25][CH2:24][CH2:23][CH2:22]1)=[O:14])[CH:8]=[CH:7]2. Reported procedure: This compound (365 mg, 94% yield) as a tan crystalline solid was prepared similarly to that described in Example 167a, using 8-bromoquinoline-2-carboxylic acid (Princeton BioMolecular Research, Monmouth Junction, N.J.; 320 mg, 1.27 mmol), oxalyl chloride (2.54 mmol), and pyrrolidine (0.10 mL, 1.27 mmol) as starting materials. 1H NMR (400 MHz, DMSO-d6) δ ppm 8.59 (1H, d, J=8.4 Hz), 8.23 (1H, dd, J=7.6, 1.2 Hz), 8.11 (1H, dd, J=8.2, 1.0 Hz), 8.01 (1H, d, J=8.6 Hz), 7.63 (1H, t, J=7.8 Hz), 3.98 (2H... Reactants: BrC1=CNC2=NC=CC=C21 (3-bromo-1H-pyrrolo[2,3-b]pyridine), [OH-].[Na+] (sodium hydroxide), N1=CC=CC2=CC=CC(=C12)S(=O)(=O)Cl (8-Quinoline-sulfonyl chloride). The reagents and catalysts are CCCC[N+](CCCC)(CCCC)CCCC.[Br-] (tetra-N-butylammonium bromide). Run in ClCCl (dichloromethane), ClCCl (dichlormethane). Yields the product BrC1=CN(C2=NC=CC=C21)S(=O)(=O)C=2C=CC=C1C=CC=NC21 (8-(3-bromo-pyrrolo[2,3-b]pyridine-1-sulfonyl)-quinoline). Yield: 74.0%. As a reaction SMILES: [Br:1][C:2]1[C:10]2[C:5](=[N:6][CH:7]=[CH:8][CH:9]=2)[NH:4][CH:3]=1.[OH-].[Na+].[N:13]1[C:22]2[C:17](=[CH:18][CH:19]=[CH:20][C:21]=2[S:23](Cl)(=[O:25])=[O:24])[CH:16]=[CH:15][CH:14]=1>CCCC[N+](CCCC)(CCCC)CCCC.[Br-].ClCCl>[Br:1][C:2]1[C:10]2[C:5](=[N:6][CH:7]=[CH:8][CH:9]=2)[N:4]([S:23]([C:21]2[CH:20]=[CH:19][CH:18]=[C:17]3[C:22]=2[N:13]=[CH:14][CH:15]=[CH:16]3)(=[O:24])=[O:25])[CH:3]=1 |f:1.2,4.5|. Procedure details: Into a round bottom flask was added 3-bromo-7-azaindole (3, 1.18 g, 5.99 mmol) and tetra-N-butylammonium bromide (193 mg, 0.600 mmol), and 5.0 M sodium hydroxide (15.4 mL). 8-Quinoline-sulfonyl chloride (1.64 g, 7.19 mmol) in dichloromethane (5.9 mL) was added dropwise at room temperature. After a few hours, all starting materials were gone. After 30 mL of dichlormethane was added, two layers were separated. The aqueous layer was washed with dichloromethane. The combined organic layers were wash... Starting materials: Cc1c[nH]c(C)c1, CC(=O)[O-], CN(C)C=O, ClCCCl, ClCCl, [Na+], O, O=P(Cl)(Cl)Cl. Yields the product Cc1cc(C)c(C=O)[nH]1. Reaction SMILES: [CH3:11][c:12]1[nH:13][cH:14][c:15]([CH3:17])[cH:16]1.[CH3:19][C:20](=[O:21])[O-:22].[CH3:1][N:2]([CH:3]=[O:4])[CH3:5].[Cl:23][CH2:24][CH2:25][Cl:26].[Cl:28][CH2:29][Cl:30].[Na+:18].[OH2:27].[P:6]([Cl:7])([Cl:8])([Cl:9])=[O:10]>>[CH:3](=[O:4])[c:14]1[nH:13][c:12]([CH3:11])[cH:16][c:15]1[CH3:17].